This data is from the Open Reaction Database (ORD), a public repository of structured organic reaction records. The task is: describe an organic reaction: reactants, conditions, products, and yield Reactants: NC1=CC=C(C=C1)C[C@@H](CO)N(C[C@@H](COC1=CC=CC=C1)O)CC1=CC=CC=C1 ((2S)-3-(4-aminophenyl)-2-[N-benzyl-N-[(2S)-2-hydroxy-3-phenoxypropyl]amino]-1-propanol), N1C(=CC=C1)C(=O)O (pyrrole-2-carboxylic acid), Cl.CN(CCCN=C=NCC)C (1-[3-(dimethylamino)propyl]-3-ethylcarbodiimide hydrochloride). Conditions: time 47 hour. Run in ClCCl (dichloromethane). The yield is 49.4%. Yields the product C(C1=CC=CC=C1)N(C[C@@H](COC1=CC=CC=C1)O)[C@@H](CC1=CC=C(C=C1)NC(=O)C=1NC=CC1)CO (N-[4-[(2S)-2-[N-benzyl-N-[(2S)-2-hydroxy-3-phenoxypropyl]amino]-3-hydroxypropyl]-phenyl]-1H-pyrrole-2-carboxamide). Reported procedure: To a mixture of (2S)-3-(4-aminophenyl)-2-[N-benzyl-N-[(2S)-2-hydroxy-3-phenoxypropyl]amino]-1-propanol (79 mg) and pyrrole-2-carboxylic acid (26 mg) in dichloromethane (0.8 ml) was added 1-[3-(dimethylamino)propyl]-3-ethylcarbodiimide hydrochloride (59 mg), and the mixture was stirred at room temperature for 47 hours. The mixture was partitioned between ethyl acetate and water. The organic layer was separated, washed with brine, dried over magnesium sulfate, and filtered. The filtrate was concen... Reaction SMILES: [NH2:1][C:2]1[CH:7]=[CH:6][C:5]([CH2:8][C@H:9]([N:12]([CH2:24][C:25]2[CH:30]=[CH:29][CH:28]=[CH:27][CH:26]=2)[CH2:13][C@H:14]([OH:23])[CH2:15][O:16][C:17]2[CH:22]=[CH:21][CH:20]=[CH:19][CH:18]=2)[CH2:10][OH:11])=[CH:4][CH:3]=1.[NH:31]1[CH:35]=[CH:34][CH:33]=[C:32]1[C:36](O)=[O:37].Cl.CN(C)CCCN=C=NCC>ClCCl>[CH2:24]([N:12]([C@H:9]([CH2:10][OH:11])[CH2:8][C:5]1[CH:6]=[CH:7][C:2]([NH:1][C:36]([C:32]2[NH:31][CH:35]=[CH:34][CH:33]=2)=[O:37])=[CH:3][CH:4]=1)[CH2:13][C@H:14]([OH:23])[CH2:15][O:16][C:17]1[CH:18]=[CH:19][CH:20]=[CH:21][CH:22]=1)[C:25]1[CH:26]=[CH:27][CH:28]=[CH:29][CH:30]=1 |f:2.3|. The reactants are CCO, O=[N+]([O-])c1cccc(-c2ccnc(Cl)n2)c1. Yields the product Nc1cccc(-c2ccnc(Cl)n2)c1. As a reaction SMILES: [CH3:17][CH2:18][OH:19].[Cl:1][c:2]1[n:3][cH:4][cH:5][c:6](-[c:8]2[cH:9][c:10]([N+:14]([O-:15])=[O:16])[cH:11][cH:12][cH:13]2)[n:7]1>>[Cl:1][c:2]1[n:3][cH:4][cH:5][c:6](-[c:8]2[cH:9][c:10]([NH2:14])[cH:11][cH:12][cH:13]2)[n:7]1. Reactants: C(C)OC1=C(C=CC=C1)OCC (1,2-Diethoxybenzene), C1([C@H]2[C@@H](C(=O)O1)CC=CC2)=O (cis-1,2,3,6-tetrahydrophthalic anhydride), compound A3. Yields the product C(C)OC=1C=C(C(=O)[C@@H]2[C@H](C(=O)O)CC=CC2)C=CC1OCC ((cis)-2-(3,4-diethoxybenzoyl)-1,2,3,6-tetrahydrobenzoic acid). As a reaction SMILES: [CH2:1]([O:3][C:4]1[CH:9]=[CH:8][CH:7]=[CH:6][C:5]=1[O:10][CH2:11][CH3:12])[CH3:2].[C:13]1(=[O:23])[O:18][C:16](=[O:17])[C@H:15]2[CH2:19][CH:20]=[CH:21][CH2:22][C@@H:14]12>>[CH2:11]([O:10][C:5]1[CH:6]=[C:7]([CH:8]=[CH:9][C:4]=1[O:3][CH2:1][CH3:2])[C:13]([C@H:14]1[CH2:22][CH:21]=[CH:20][CH2:19][C@H:15]1[C:16]([OH:18])=[O:17])=[O:23])[CH3:12]. Reported procedure: Prepared from 1,2-Diethoxybenzene and cis-1,2,3,6-tetrahydrophthalic anhydride as described for compound A3. M.p. 125-127° C. Reactants: [N+](=[N-])=C1C(CCCC1=O)=O (2-diazo-cyclohexane-1,3-dione), BrC=1C=C(N)C=CC1F (3-bromo-4-fluoroaniline). The product is BrC=1C=C(C=CC1F)N(C1=C(CCCC1=O)O)C1=C(CCCC1=O)O (3-Bromo-4-fluoro-[bis-(2-hydroxy-6-oxo-cyclohex-1-enyl)-amino]-benzene). RXN SMILES: [N+:1](=[C:3]1[C:8](=[O:9])[CH2:7][CH2:6][CH2:5][C:4]1=[O:10])=[N-].[Br:11][C:12]1[CH:13]=[C:14]([CH:16]=[CH:17][C:18]=1[F:19])N>>[Br:11][C:12]1[CH:13]=[C:14]([N:1]([C:3]2[C:8](=[O:9])[CH2:7][CH2:6][CH2:5][C:4]=2[OH:10])[C:3]2[C:8](=[O:9])[CH2:7][CH2:6][CH2:5][C:4]=2[OH:10])[CH:16]=[CH:17][C:18]=1[F:19]. Procedure details: Following the procedure described in the Example 1, using 2-diazo-cyclohexane-1,3-dione and 3-bromo-4-fluoroaniline as starting materials to yield the title compound as a white solid. The reactants are CCNC(=O)C(CCC(=O)OC(C)(C)C)NC(=O)c1c[nH]c(-c2cc(Oc3ccc(NC(=O)Nc4cccc(C)c4)c(F)c3)ccn2)c1, ClCCl, O=C(O)C(F)(F)F. Product: CCNC(=O)C(CCC(=O)O)NC(=O)c1c[nH]c(-c2cc(Oc3ccc(NC(=O)Nc4cccc(C)c4)c(F)c3)ccn2)c1. RXN SMILES: [CH2:1]([CH3:2])[NH:3][C:4]([CH:5]([CH2:6][CH2:7][C:8](=[O:9])[O:10][C:11]([CH3:12])([CH3:13])[CH3:14])[NH:15][C:16](=[O:17])[c:18]1[cH:19][nH:20][c:21](-[c:23]2[n:24][cH:25][cH:26][c:27]([O:29][c:30]3[cH:31][c:32]([F:47])[c:33]([NH:36][C:37](=[O:38])[NH:39][c:40]4[cH:41][c:42]([CH3:46])[cH:43][cH:44][cH:45]4)[cH:34][cH:35]3)[cH:28]2)[cH:22]1)=[O:48].[CH2:56]([Cl:57])[Cl:58].[F:49][C:50]([F:51])([F:52])[C:53]([OH:54])=[O:55]>>[CH2:1]([CH3:2])[NH:3][C:4]([CH:5]([CH2:6][CH2:7][C:8](=[O:9])[OH:10])[NH:15][C:16](=[O:17])[c:18]1[cH:19][nH:20][c:21](-[c:23]2[n:24][cH:25][cH:26][c:27]([O:29][c:30]3[cH:31][c:32]([F:47])[c:33]([NH:36][C:37](=[O:38])[NH:39][c:40]4[cH:41][c:42]([CH3:46])[cH:43][cH:44][cH:45]4)[cH:34][cH:35]3)[cH:28]2)[cH:22]1)=[O:48]. Reactants: C1(CC1)S(=O)(=O)C1=CC=C(C=C1)C(C(CCC(=O)C=1SC(=CN1)C1OC(OC1)(C)C)=O)CC1CCOCC1 (5-[4-(cyclopropylsulfonyl)phenyl]-1-[5-(2,2-dimethyl-1,3-dioxolan-4-yl)-1,3-thiazol-2-yl]-6-(tetrahydro-2H-pyran-4-yl)hexane-1,4-dione), C(C)(=O)[O-].[NH4+] (ammonium acetate). Solvent: C(C)(=O)OCC (ethyl acetate), C(C)(=O)O (acetic acid). Reaction conditions: temperature 110 celsius, time 45 minute. The product is C1(CC1)S(=O)(=O)C1=CC=C(C=C1)C(CC1CCOCC1)C1=CC=C(N1)C=1SC(=CN1)C1OC(OC1)(C)C (2-(5-{1-[4-(cyclopropylsulfonyl)phenyl]-2-(tetrahydro-2H-pyran-4-yl)ethyl}-1H-pyrrol-2-yl)-5-(2,2-dimethyl-1,3-dioxolan-4-yl)-1,3-thiazole). The yield is 66.6%. Reaction SMILES: [CH:1]1([S:4]([C:7]2[CH:12]=[CH:11][C:10]([CH:13]([CH2:32][CH:33]3[CH2:38][CH2:37][O:36][CH2:35][CH2:34]3)[C:14](=O)[CH2:15][CH2:16][C:17]([C:19]3[S:20][C:21]([CH:24]4[CH2:28][O:27][C:26]([CH3:30])([CH3:29])[O:25]4)=[CH:22][N:23]=3)=O)=[CH:9][CH:8]=2)(=[O:6])=[O:5])[CH2:3][CH2:2]1.C([O-])(=O)C.[NH4+:43]>C(O)(=O)C.C(OCC)(=O)C>[CH:1]1([S:4]([C:7]2[CH:8]=[CH:9][C:10]([CH:13]([C:14]3[NH:43][C:17]([C:19]4[S:20][C:21]([CH:24]5[CH2:28][O:27][C:26]([CH3:29])([CH3:30])[O:25]5)=[CH:22][N:23]=4)=[CH:16][CH:15]=3)[CH2:32][CH:33]3[CH2:34][CH2:35][O:36][CH2:37][CH2:38]3)=[CH:11][CH:12]=2)(=[O:6])=[O:5])[CH2:2][CH2:3]1 |f:1.2|. Procedure: To a solution of 5-[4-(cyclopropylsulfonyl)phenyl]-1-[5-(2,2-dimethyl-1,3-dioxolan-4-yl)-1,3-thiazol-2-yl]-6-(tetrahydro-2H-pyran-4-yl)hexane-1,4-dione (730 mg) in acetic acid (15 mL) was added ammonium acetate (1.60 g), and the mixture was stirred at 110° C. for 45 min. After cooling to room temperature, the reaction mixture was diluted with ethyl acetate and washed with water. The ethyl acetate layer was washed with saturated aqueous sodium hydrogen carbonate and saturated brine, dried (MgSO4)... Starting materials: OC1=C(C(OC=2CCC(CC12)C(C)(C)C)=O)C1=CC=CC=C1 (4-hydroxy-3-phenyl-6-tert.butyl-5,6,7,8-tetrahydro-coumarin), O1CCN(CC1)CCCl (2-morpholino-1-chlorethane). Yields the product O1CCN(CC1)CCOC1=C(C(OC=2CCC(CC12)C(C)(C)C)=O)C1=CC=CC=C1 (4-(2'-Morpholinoethoxy)-3-phenyl-6-tert.-butyl-5,6,7,8-tetrahydro-coumarin). Yield: 84.6%. As a reaction SMILES: [OH:1][C:2]1[C:11]2[CH2:10][CH:9]([C:12]([CH3:15])([CH3:14])[CH3:13])[CH2:8][CH2:7][C:6]=2[O:5][C:4](=[O:16])[C:3]=1[C:17]1[CH:22]=[CH:21][CH:20]=[CH:19][CH:18]=1.[O:23]1[CH2:28][CH2:27][N:26]([CH2:29][CH2:30]Cl)[CH2:25][CH2:24]1>>[O:23]1[CH2:28][CH2:27][N:26]([CH2:29][CH2:30][O:1][C:2]2[C:11]3[CH2:10][CH:9]([C:12]([CH3:15])([CH3:14])[CH3:13])[CH2:8][CH2:7][C:6]=3[O:5][C:4](=[O:16])[C:3]=2[C:17]2[CH:18]=[CH:19][CH:20]=[CH:21][CH:22]=2)[CH2:25][CH2:24]1. Procedure details: Obtained according to Example 14, Stage B, by treating 14.2 g. (0.05 mol) of 4-hydroxy-3-phenyl-6-tert.butyl-5,6,7,8-tetrahydro-coumarin with 9.7 g. (0.065 mol) of 2-morpholino-1-chlorethane. After evaporation of the chloroform, 17 g. of an oil are obtained, which cannot be crystallised. Yield 84.6% (theoretical yield 20.35 g.).